describe an organic reaction: reactants, conditions, products, and yield From a dataset of the Open Reaction Database (ORD), a public repository of structured organic reaction records. Reactants: N#CC1(O)CC2CCC(C1)N2CC(F)(F)F, CCOC(C)=O, [Na+], [Na+], O=C([O-])[O-], O=P(Cl)(Cl)Cl, c1ccncc1. Yields the product N#CC1=CC2CCC(C1)N2CC(F)(F)F. As a reaction SMILES: [C:12](#[N:13])[C:14]1([OH:27])[CH2:15][CH:16]2[CH2:17][CH2:18][CH:19]([CH2:20]1)[N:21]2[CH2:22][C:23]([F:24])([F:25])[F:26].[CH3:34][CH2:35][O:36][C:37](=[O:38])[CH3:39].[Na+:28].[Na+:29].[O-:30][C:31](=[O:32])[O-:33].[P:1]([Cl:2])([Cl:3])([Cl:4])=[O:5].[cH:6]1[cH:7][cH:8][n:9][cH:10][cH:11]1>>[C:12](#[N:13])[C:14]1=[CH:20][CH:19]2[CH2:18][CH2:17][CH:16]([CH2:15]1)[N:21]2[CH2:22][C:23]([F:24])([F:25])[F:26]. Starting materials: CC1(OC(C2=C(O1)C=C(C=C2)C2=CC=C(C=C2)CCN(C(OC(C)(C)C)=O)C[C@H](OC2OCCCC2)C2=CC=CC=C2)=O)C (tert-butyl [2-[4-(2,2-dimethyl-4-oxo-4H-1,3-benzodioxin-7-yl)phenyl]ethyl][(2R)-2-phenyl-2-(tetrahydro-2H-pyran-2-yloxy)ethyl]carbamate), C([O-])([O-])=O.[K+].[K+] (potassium carbonate). Run in CO (methanol). Conditions: time 15 hour. The product is C(C)(C)(C)OC(=O)N(CCC1=CC=C(C=C1)C1=CC(=C(C=C1)C(=O)OC)O)C[C@H](OC1OCCCC1)C1=CC=CC=C1 (methyl 4′-[2-[(tert-butoxycarbonyl)[(2R)-2-phenyl-2-(tetrahydro-2H-pyran-2-yloxy)ethyl]amino]ethyl]-3-hydroxy-4-biphenylcarboxylate). The yield is 87.9%. RXN SMILES: C[C:2]1(C)[O:7][C:6]2[CH:8]=[C:9]([C:12]3[CH:17]=[CH:16][C:15]([CH2:18][CH2:19][N:20]([CH2:28][C@@H:29]([C:37]4[CH:42]=[CH:41][CH:40]=[CH:39][CH:38]=4)[O:30][CH:31]4[CH2:36][CH2:35][CH2:34][CH2:33][O:32]4)[C:21](=[O:27])[O:22][C:23]([CH3:26])([CH3:25])[CH3:24])=[CH:14][CH:13]=3)[CH:10]=[CH:11][C:5]=2[C:4](=[O:43])[O:3]1.C(=O)([O-])[O-].[K+].[K+]>CO>[C:23]([O:22][C:21]([N:20]([CH2:28][C@@H:29]([C:37]1[CH:38]=[CH:39][CH:40]=[CH:41][CH:42]=1)[O:30][CH:31]1[CH2:36][CH2:35][CH2:34][CH2:33][O:32]1)[CH2:19][CH2:18][C:15]1[CH:14]=[CH:13][C:12]([C:9]2[CH:10]=[CH:11][C:5]([C:4]([O:3][CH3:2])=[O:43])=[C:6]([OH:7])[CH:8]=2)=[CH:17][CH:16]=1)=[O:27])([CH3:26])([CH3:24])[CH3:25] |f:1.2.3|. Reported procedure: To a solution of tert-butyl [2-[4-(2,2-dimethyl-4-oxo-4H-1,3-benzodioxin-7-yl)phenyl]ethyl][(2R)-2-phenyl-2-(tetrahydro-2H-pyran-2-yloxy)ethyl]carbamate (1.32 g) in methanol (15 ml) was added potassium carbonate (455 mg) at room temperature and the mixture was stirred at room temperature for 15 hours. The mixture was evaporated under reduced pressure. The residue was dissolved in ethyl acetate, and washed with water, brine and aqueous hydrochloric acid solution (0.1N). The organic layer was drie... Reactants: CC(C)(C)OC(=O)N, CN1CCN(CC1)C2=C(C=C(C(=C2)OC)N)Br. The reagents and catalysts are C(=O)([O-])[O-].[Cs+].[Cs+], CC1(C2=C(C(=CC=C2)P(C3=CC=CC=C3)C4=CC=CC=C4)OC5=C1C=CC=C5P(C6=CC=CC=C6)C7=CC=CC=C7)C, CC(=O)O.CC(=O)O.[Pd]. Solvent: C1COCCO1. Run at temperature 120 celsius. The product is CC(C)(C)OC(=O)NC1=C(C=C(C(=C1)N)OC)N2CCN(CC2)C. Isolated yield 0.0%. Procedure details: To a suspension of 5-bromo-2-methoxy-4-(4-methylpiperazin-1-yl)aniline (50 mg, 0.17 mmol) in dioxane (4 mL) was added tert-butyl carbamate (24.39 mg, 0.21 mmol), cesium carbonate (81 mg, 0.25 mmol) and 9,9-dimethyl-4,5-bis(diphenylphosphino)xanthene (19.27 mg, 0.03 mmol). The resulting suspension was degassed and Palladium(II) acetate (3.74 mg, 0.02 mmol) was added. The mixture was degassed and stirred at 120 °C for 2 hours in the CEM microwave, then allowed to cool to ambient temperature. The r... The reactants are solution, C(CCC)[Li] (n-butyllithium), CCCCCC (hexane), BrC1=CC=C(C=C1)C1=CC=CC=C1 (4-bromobiphenyl), C(C1=CC=CC=C1)N1CCC(CC1)=O (1-benzyl-4-oxopiperidine). The solvent is O1CCCC1 (tetrahydrofuran), O1CCCC1 (tetrahydrofuran). Run at time 1 hour. Product: C(C1=CC=CC=C1)N1CCC(CC1)(C1=CC=C(C=C1)C1=CC=CC=C1)O (1-Benzyl-4-hydroxy4-(4-phenylphenyl)piperidine). The yield is 80.9%. RXN SMILES: C([Li])CCC.CCCCCC.Br[C:13]1[CH:18]=[CH:17][C:16]([C:19]2[CH:24]=[CH:23][CH:22]=[CH:21][CH:20]=2)=[CH:15][CH:14]=1.[CH2:25]([N:32]1[CH2:37][CH2:36][C:35](=[O:38])[CH2:34][CH2:33]1)[C:26]1[CH:31]=[CH:30][CH:29]=[CH:28][CH:27]=1>O1CCCC1>[CH2:25]([N:32]1[CH2:37][CH2:36][C:35]([OH:38])([C:13]2[CH:18]=[CH:17][C:16]([C:19]3[CH:24]=[CH:23][CH:22]=[CH:21][CH:20]=3)=[CH:15][CH:14]=2)[CH2:34][CH2:33]1)[C:26]1[CH:27]=[CH:28][CH:29]=[CH:30][CH:31]=1. Procedure details: A 1.6M solution of n-butyllithium in hexane (39 ml, 63 mmol) was added to a stirred solution of 4-bromobiphenyl (11.7 g, 50 mmol) in anhydrous tetrahydrofuran (50 ml), under nitrogen, at about −50° C., whilst ensuring that the reaction temperature was kept below −40° C. After a further 1 hour, a solution of 1-benzyl-4-oxopiperidine (10.4 g, 55 mmol) in anhydrous tetrahydrofuran (30 ml) was added at such a rate that the reaction temperature was maintained below −40° C. The cooling bath was then r... Starting materials: CCCC(=O)c1cnc2c(O)cccc2c1Nc1ccccc1C, CC(C)(C)[O-], CN(C)CCCl, CN(C)C=O, Cl, [K+], O. Yields the product CCCC(=O)c1cnc2c(OCCN(C)C)cccc2c1Nc1ccccc1C. RXN SMILES: [C:1]([CH2:2][CH2:3][CH3:4])(=[O:5])[c:6]1[cH:7][n:8][c:9]2[c:10]([OH:24])[cH:11][cH:12][cH:13][c:14]2[c:15]1[NH:16][c:17]1[c:18]([CH3:23])[cH:19][cH:20][cH:21][cH:22]1.[CH3:25][C:26]([CH3:27])([O-:28])[CH3:29].[CH3:32][N:33]([CH2:34][CH2:35][Cl:36])[CH3:37].[CH3:39][N:40]([CH3:41])[CH:42]=[O:43].[ClH:31].[K+:30].[OH2:38]>>[C:1]([CH2:2][CH2:3][CH3:4])(=[O:5])[c:6]1[cH:7][n:8][c:9]2[c:10]([O:24][CH2:35][CH2:34][N:33]([CH3:32])[CH3:37])[cH:11][cH:12][cH:13][c:14]2[c:15]1[NH:16][c:17]1[c:18]([CH3:23])[cH:19][cH:20][cH:21][cH:22]1. The reactants are C(C)OC(CC(C(OCC)OCC)=O)=O (4,4-diethoxy-3-oxo-butyric acid ethyl ester), COC(N(C)C)OC (dimethylformamide dimethyl acetal). The solvent is xylenes. Conditions: time 30 minute. Product: C(C)OC(\C(\C(C(OCC)OCC)=O)=C/N(C)C)=O (2-[1-dimethylamino-meth-(Z)-ylidene]-4,4-diethoxy-3-oxo-butyric acid ethyl ester). RXN SMILES: [CH2:1]([O:3][C:4](=[O:15])[CH2:5][C:6](=[O:14])[CH:7]([O:11][CH2:12][CH3:13])[O:8][CH2:9][CH3:10])[CH3:2].CO[CH:18](OC)[N:19]([CH3:21])[CH3:20]>>[CH2:1]([O:3][C:4](=[O:15])/[C:5](=[CH:18]\[N:19]([CH3:21])[CH3:20])/[C:6](=[O:14])[CH:7]([O:8][CH2:9][CH3:10])[O:11][CH2:12][CH3:13])[CH3:2]. Procedure: A mixture of the 4,4-diethoxy-3-oxo-butyric acid ethyl ester (0.500 g, 2.29 mmol, prepared according to the procedure described in JACS, 1919, 41, 812) and dimethylformamide dimethyl acetal (370 μL, 2.78 mmol) in xylenes (5.0 mL) is warmed at reflux. After 30 minutes, The reaction mixture is concentrated in vacuo to afford 2-[1-dimethylamino-meth-(Z)-ylidene]-4,4-diethoxy-3-oxo-butyric acid ethyl ester, which is used in the next step without purification. The reactants are resultant mixture, C(CS)C(C(C(C(C(C(C(C(F)(F)F)(F)F)(F)F)(F)F)(F)F)(F)F)(F)F)(F)F (1,1,2,2-Tetrahydroperfluorodecanethiol), CN(CCCNC(C(=C)C)=O)C (N-(3-dimethylaminopropyl)methacrylamide), [OH-].C(C1=CC=CC=C1)[N+](C)(C)C (benzyltrimethylammonium hydroxide). Reaction SMILES: [CH2:1]([C:4]([F:28])([F:27])[C:5]([F:26])([F:25])[C:6]([F:24])([F:23])[C:7]([F:22])([F:21])[C:8]([F:20])([F:19])[C:9]([F:18])([F:17])[C:10]([F:16])([F:15])[C:11]([F:14])([F:13])[F:12])[CH2:2][SH:3].[CH3:29][N:30]([CH3:40])[CH2:31][CH2:32][CH2:33][NH:34][C:35](=[O:39])[C:36]([CH3:38])=[CH2:37].[OH-].C([N+](C)(C)C)C1C=CC=CC=1>CO>[C:4]([CH2:1][CH2:2][S:3][CH2:38][CH:36]([C:35]([NH:34][CH2:33][CH2:32][CH2:31][N:30]([CH3:40])[CH3:29])=[O:39])[CH3:37])([C:5]([C:6]([C:7]([C:8]([C:9]([C:10]([C:11]([F:14])([F:13])[F:12])([F:16])[F:15])([F:17])[F:18])([F:19])[F:20])([F:21])[F:22])([F:23])[F:24])([F:25])[F:26])([F:27])[F:28] |f:2.3|. Yields the product C(F)(F)(C(F)(F)C(F)(F)C(F)(F)C(F)(F)C(F)(F)C(F)(F)C(F)(F)F)CCSCC(C)C(=O)NCCCN(C)C (C8F17CH2CH2SCH2CH(CH3)CONHCH2CH2CH2N(CH3)2). Reagents/catalysts: CO (methanol). The yield is 78.2%. Procedure: 1,1,2,2-Tetrahydroperfluorodecanethiol (12.04 g, 0.025 mole), N-(3-dimethylaminopropyl)methacrylamide (3.88 g, 0.023 mole), and benzyltrimethylammonium hydroxide in methanol (4 drops) were heated overnight at 70° C. The resultant mixture was stripped of volatiles and distilled at 150°/≠0.1 mm Hg to yield 11.7 g of pale-yellow liquid (78.1% theory) which subsequently crystallized to a solid, m.p. 47°-50° C. NMR showed proton resonances at δ1.05, 3 protons, CH CH3 ; δ1.55, 2 protons, NHCH2CH2CH2N(...